From a dataset of the Open Reaction Database (ORD), a public repository of structured organic reaction records. describe an organic reaction: reactants, conditions, products, and yield Reactants: 100g, [N+](=O)([O-])C1=CC=C(CBr)C=C1 (4-nitrobenzyl bromide), S(=O)([O-])[O-].[Na+].[Na+] (sodium sulfite). Run in CO (methanol), O (water). Product: [N+](=O)([O-])C1=CC=C(CS(=O)(=O)[O-])C=C1.[Na+] (sodium 4-nitrobenzyl sulfonate). The yield is 90.0%. Reaction SMILES: [N+:1]([C:4]1[CH:11]=[CH:10][C:7]([CH2:8]Br)=[CH:6][CH:5]=1)([O-:3])=[O:2].[S:12]([O-:15])([O-:14])=[O:13].[Na+:16].[Na+]>CO.O>[N+:1]([C:4]1[CH:11]=[CH:10][C:7]([CH2:8][S:12]([O-:15])(=[O:14])=[O:13])=[CH:6][CH:5]=1)([O-:3])=[O:2].[Na+:16] |f:1.2.3,6.7|. Reported procedure: A suspension of 100g (463 mmol, 1.0 equiv.) of 4-nitrobenzyl bromide and 64.2 g (509 mmol, 1.1 equiv.) of sodium sulfite in 500 mL of methanol and 500 mL of water was heated to reflux. The progress of the reaction was monitored by TLC. When the bromide was consumed, the reaction mixture was allowed to cool to room temperature. The product precipitated and was collected by filtration. It was thoroughly dried for sixteen hours at 65° C. at 0.05 mm Hg to give 100 g (90%) of sodium 4-nitrobenzyl sul... Starting materials: C(CCCCCCCCCCCCCCCCC)(=O)OC (methyl stearate), C(CCCCCCC\C=C/CCCCCCCC)(=O)OC (methyl oleate). Yields the product C(CCCCCCC\C=C/CCCCCCCC)(=O)O (oleic acid). RXN SMILES: [C:1]([O:20]C)(=[O:19])[CH2:2][CH2:3][CH2:4][CH2:5][CH2:6][CH2:7][CH2:8][CH2:9][CH2:10][CH2:11][CH2:12][CH2:13][CH2:14][CH2:15][CH2:16][CH2:17][CH3:18].C(OC)(=O)CCCCCCC/C=C\CCCCCCCC>>[C:1]([OH:20])(=[O:19])[CH2:2][CH2:3][CH2:4][CH2:5][CH2:6][CH2:7][CH2:8]/[CH:9]=[CH:10]\[CH2:11][CH2:12][CH2:13][CH2:14][CH2:15][CH2:16][CH2:17][CH3:18]. Procedure details: A blanker oil generally similar to that of Example 3 was prepared except that 300 grams of methyl stearate was substituted for the methyl oleate. The blanker oil thus produced gave results similar to that of the material of Example 3 with regard to surface quality and electrocoat primer compatibility. Procedure: To a solution of 5-(2-chlorophenyl)-2H-pyrazol-3-ylamine (I-1A-1a; 1.51 g, 7.80 mmol) in acetic acid (10 ml) was added ethyl acetoacetate (1.1 ml, 8.6 mmol). The reaction was heated at reflux for 17 hours. Upon cooling to room temperature a solid precipitate formed which, after standing for 2 days, was isolated by vacuum filtration and washed with additional acetic acid. The solids were stirred in ether and then isolated by vacuum filtration to afford I-1A-3f as a colorless solid (1.52 g, 75%): ... The product is ClC1=C(C=CC=C1)C1=NN2C(N=C(C=C2O)C)=C1 (2-(2-Chlorophenyl)-5-methylpyrazolo[1,5-a]pyrimidin-7-ol). Run in C(C)(=O)O (acetic acid). Reactants: ClC1=C(C=CC=C1)C=1C=C(NN1)N (5-(2-chlorophenyl)-2H-pyrazol-3-ylamine), C(CC(=O)C)(=O)OCC (ethyl acetoacetate). Yield: 75.0%. Reaction conditions: time 2 day. RXN SMILES: [Cl:1][C:2]1[CH:7]=[CH:6][CH:5]=[CH:4][C:3]=1[C:8]1[CH:9]=[C:10]([NH2:13])[NH:11][N:12]=1.[C:14](OCC)(=[O:19])[CH2:15][C:16]([CH3:18])=O>C(O)(=O)C>[Cl:1][C:2]1[CH:7]=[CH:6][CH:5]=[CH:4][C:3]=1[C:8]1[CH:9]=[C:10]2[N:13]=[C:16]([CH3:18])[CH:15]=[C:14]([OH:19])[N:11]2[N:12]=1. Starting materials: [H-].[Na+] (sodium hydride), Cl[C@H]1CN(CCC1)CCC1=CC2=C(C=C1)OCO2 ((R)-3-chloro-1-(3,4-methylenedioxyphenethyl)piperidine), C(O)([O-])=O.[Na+] (sodium hydrogencarbonate), ClC1=CC2=C(OCC3=C(N2)C=CC=C3)C=C1 (7-Chloro-5,11-dihydrodibenzo[b,e][1,4]oxazepine). The solvent is CCCCCC (hexane), CS(=O)C (dimethyl sulfoxide), CS(=O)C (dimethyl sulfoxide), C(C)(=O)OCC (ethyl acetate). Run at time 30 minute. Product: ClC1=CC2=C(OCC3=C(N2C[C@@H]2N(CCC2)CCC2=CC4=C(C=C2)OCO4)C=CC=C3)C=C1 ((R)-7-chloro-5,11-dihydro-5-[1-(3,4-methylenedioxyphenethyl)pyrrolidin-2-ylmethyl]-dibenzo[b,e][1,4]oxazepine), solid. Isolated yield 78.0%. RXN SMILES: [H-].[Na+].[Cl:3][C:4]1[CH:18]=[CH:17][C:7]2[O:8][CH2:9][C:10]3[CH:16]=[CH:15][CH:14]=[CH:13][C:11]=3[NH:12][C:6]=2[CH:5]=1.Cl[C@@H:20]1[CH2:25][CH2:24][CH2:23][N:22]([CH2:26][CH2:27][C:28]2[CH:33]=[CH:32][C:31]3[O:34][CH2:35][O:36][C:30]=3[CH:29]=2)[CH2:21]1.C(=O)([O-])O.[Na+]>CCCCCC.CS(C)=O.C(OCC)(=O)C>[Cl:3][C:4]1[CH:18]=[CH:17][C:7]2[O:8][CH2:9][C:10]3[CH:16]=[CH:15][CH:14]=[CH:13][C:11]=3[N:12]([CH2:24][C@H:23]3[CH2:25][CH2:20][CH2:21][N:22]3[CH2:26][CH2:27][C:28]3[CH:33]=[CH:32][C:31]4[O:34][CH2:35][O:36][C:30]=4[CH:29]=3)[C:6]=2[CH:5]=1 |f:0.1,4.5|. Procedure details: 60% sodium hydride (48 mg, 1.2 mmol) was washed with hexane in argon gas stream and then suspended in dimethyl sulfoxide (8 ml). The obtained suspension was stirred at room temperature for 30 minutes. 7-Chloro-5,11-dihydrodibenzo[b,e][1,4]oxazepine (232 mg, 1 mmol) was added to the suspension, and they were stirred at room temperature for 30 minutes and then at 50° C. for 30 minutes. A solution of (R)-3-chloro-1-(3,4-methylenedioxyphenethyl)piperidine (308 mg, 1.15 mmol) in dimethyl sulfoxide (3... Starting materials: O=C([O-])[O-], CS(C)=O, CSc1nccc(-c2cccnc2Cl)n1, [Cs+], [Cs+], Nc1ccc(O)cc1, O. The product is CSc1nccc(-c2cccnc2Oc2ccc(N)cc2)n1. As a reaction SMILES: [C:24](=[O:25])([O-:26])[O-:27].[CH3:30][S:31]([CH3:32])=[O:33].[Cl:1][c:2]1[n:3][cH:4][cH:5][cH:6][c:7]1-[c:8]1[n:9][c:10]([S:14][CH3:15])[n:11][cH:12][cH:13]1.[Cs+:28].[Cs+:29].[NH2:16][c:17]1[cH:18][cH:19][c:20]([OH:21])[cH:22][cH:23]1.[OH2:34]>>[c:2]1([O:21][c:20]2[cH:19][cH:18][c:17]([NH2:16])[cH:23][cH:22]2)[n:3][cH:4][cH:5][cH:6][c:7]1-[c:8]1[n:9][c:10]([S:14][CH3:15])[n:11][cH:12][cH:13]1. Solvent: C(Cl)Cl (DCM). The product is C(N)(=O)CN1CCC(CC1)OC=1C=C2C(=NC=NC2=CC1OC)NC1=C(C(=CC=C1)Cl)F (6-{[1-(carbamoylmethyl)piperidin-4-yl]oxy}-4-(3-chloro-2-fluoroanilino)-7-methoxyquinazoline). Run at time 16 hour. Reactants: C(C)(C)N(CC)C(C)C (diisopropylethylamine), ClC=1C(=C(NC2=NC=NC3=CC(=C(C=C23)OC2CCNCC2)OC)C=CC1)F (4-(3-Chloro-2-fluoroanilino)-7-methoxy-6-[(piperidin-4-yl)oxy]quinazoline), BrCC(=O)N (2-Bromoacetamide). Yield: 61.4%. Reported procedure: 4-(3-Chloro-2-fluoroanilino)-7-methoxy-6-[(piperidin-4-yl)oxy]quinazoline (Example 2, 70 mg, 0.17 mmol) was dissolved in DCM (10 ml), and diisopropylethylamine (45 μl, 0.26 mmol) was added. 2-Bromoacetamide (36 mg, 0.26 mmol) was added, and the solution stirred for 16 hours at ambient temperature. The solvent was evaporated, and the residue purified by chromatography, eluting with 0 to 3% (7:1 MeOH/concentrated aqueous NH4OH) in DCM. The appropriate fractions were combined and evaporated, and th... RXN SMILES: [Cl:1][C:2]1[C:3]([F:28])=[C:4]([CH:25]=[CH:26][CH:27]=1)[NH:5][C:6]1[C:15]2[C:10](=[CH:11][C:12]([O:23][CH3:24])=[C:13]([O:16][CH:17]3[CH2:22][CH2:21][NH:20][CH2:19][CH2:18]3)[CH:14]=2)[N:9]=[CH:8][N:7]=1.C(N(C(C)C)CC)(C)C.Br[CH2:39][C:40]([NH2:42])=[O:41]>C(Cl)Cl>[C:40]([CH2:39][N:20]1[CH2:21][CH2:22][CH:17]([O:16][C:13]2[CH:14]=[C:15]3[C:10](=[CH:11][C:12]=2[O:23][CH3:24])[N:9]=[CH:8][N:7]=[C:6]3[NH:5][C:4]2[CH:25]=[CH:26][CH:27]=[C:2]([Cl:1])[C:3]=2[F:28])[CH2:18][CH2:19]1)(=[O:41])[NH2:42]. The reactants are COC(=O)c1cnc(-c2cccc(F)c2)nc1, CO, [Li+], [OH-]. Yields the product O=C(O)c1cnc(-c2cccc(F)c2)nc1. Reaction SMILES: [CH3:1][O:2][C:3](=[O:4])[c:5]1[cH:6][n:7][c:8](-[c:11]2[cH:12][c:13]([F:17])[cH:14][cH:15][cH:16]2)[n:9][cH:10]1.[CH3:20][OH:21].[Li+:19].[OH-:18]>>[O:2]=[C:3]([OH:4])[c:5]1[cH:6][n:7][c:8](-[c:11]2[cH:12][c:13]([F:17])[cH:14][cH:15][cH:16]2)[n:9][cH:10]1.